describe an organic reaction: reactants, conditions, products, and yield From a dataset of the Open Reaction Database (ORD), a public repository of structured organic reaction records. The reactants are ClC1=C(C(=NC=C1)C)OC (4-Chloro-3-methoxy-2-methylpyridine), [Na] (sodium), C(C)O (ethanol). The product is C(C)OC1=C(C(=NC=C1)C)OC (4-ethoxy-3-methoxy-2-methyl-pyridine). Reaction SMILES: Cl[C:2]1[CH:7]=[CH:6][N:5]=[C:4]([CH3:8])[C:3]=1[O:9][CH3:10].[Na].[CH2:12]([OH:14])[CH3:13]>>[CH2:12]([O:14][C:2]1[CH:7]=[CH:6][N:5]=[C:4]([CH3:8])[C:3]=1[O:9][CH3:10])[CH3:13] |^1:10|. Reported procedure: 4-Chloro-3-methoxy-2-methylpyridine (3.14 g) was added to a solution of sodium (2.0 g) in ethanol (30 ml), and the solution was refluxed by heating for 10 hours. The solvent was evaporated and the residue was added to ice water, which was extracted with chloroform, washed with water, dried and evaporated. The residue was purified by column chromatography on silica gel, to give 4-ethoxy-3-methoxy-2-methyl-pyridine (2.6 g) as a light brown oil. Reactants: C(#N)N(C(C(C)OC1=C(C=CC=C1)O)=O)CCCC (2-(hydroxyphenoxy)propionic acid N-cyano-N-butylamide), ClC=1OC2=C(N1)C=CC(=C2)Cl (2,6-dichlorobenzoxazole), C([O-])([O-])=O.[K+].[K+] (potassium carbonate). Solvent: C(C)#N (acetonitrile). Yields the product C(#N)N(C(C(C)OC1=CC=C(C=C1)OC=1OC2=C(N1)C=CC(=C2)Cl)=O)CCCC (2-[4-(6-chlorobenzoxazol-2-yloxy)phenoxy]propionic acid N-cyano-N-butylamide). Reaction SMILES: [C:1]([N:3]([CH2:16][CH2:17][CH2:18][CH3:19])[C:4](=[O:15])[CH:5]([O:7][C:8]1[CH:13]=[CH:12][CH:11]=[CH:10][C:9]=1O)[CH3:6])#[N:2].Cl[C:21]1[O:22][C:23]2[CH:29]=[C:28]([Cl:30])[CH:27]=[CH:26][C:24]=2[N:25]=1.C(=O)([O-])[O-:32].[K+].[K+]>C(#N)C>[C:1]([N:3]([CH2:16][CH2:17][CH2:18][CH3:19])[C:4](=[O:15])[CH:5]([O:7][C:8]1[CH:13]=[CH:12][C:11]([O:32][C:21]2[O:22][C:23]3[CH:29]=[C:28]([Cl:30])[CH:27]=[CH:26][C:24]=3[N:25]=2)=[CH:10][CH:9]=1)[CH3:6])#[N:2] |f:2.3.4|. Procedure: 4.4 g (0.017 mole) of 2-(hydroxyphenoxy)propionic acid N-cyano-N-butylamide, 3.8 g (0.02 mole) of 2,6-dichlorobenzoxazole and 3.5 g (0.025 mole) of potassium carbonate are stirred in 50 ml of acetonitrile for 10 hours at room temperature. The salts are then removed by filtration and the filtrate is concentrated by evaporation. The residue is chromatographed through silica gel eluted with ethyl acetate/hexane (1:3), affording 2-[4-(6-chlorobenzoxazol-2-yloxy)phenoxy]propionic acid N-cyano-N-butyl... The reactants are C(#N)C1(C(C1C1=CC=C(C=C1)C1=CC(=CC=C1)N1C=C(C(C2=CC=CN=C12)=O)C(=O)NC1CC1)(C)C)C(=O)OC(C)(C)C (tert-Butyl 1-cyano-3-{3′-[3-[(cyclopropylamino)carbonyl]-4-oxo-1,8-naphthyridin-1(4H)-yl]-1,1′-biphenyl-4-yl}-2,2-dimethylcyclopropanecarboxylate). Solvent: C(Cl)Cl.FC(F)(F)C(=O)O.CSC (CH2Cl2-TFA DMS). The product is C(#N)C1(C(C1C1=CC=C(C=C1)C1=CC(=CC=C1)N1C=C(C(C2=CC=CN=C12)=O)C(=O)NC1CC1)(C)C)C(=O)O (1-Cyano-3-{3′-[3-[(cyclopropylamino)carbonyl]-4-oxo-1,8-naphthyridin-1(4H)-yl]-1,1′-biphenyl-4-yl}-2,2-dimethylcyclopropanecarboxylic acid). As a reaction SMILES: [C:1]([C:3]1([C:37]([O:39]C(C)(C)C)=[O:38])[CH:5]([C:6]2[CH:11]=[CH:10][C:9]([C:12]3[CH:17]=[CH:16][CH:15]=[C:14]([N:18]4[C:27]5[C:22](=[CH:23][CH:24]=[CH:25][N:26]=5)[C:21](=[O:28])[C:20]([C:29]([NH:31][CH:32]5[CH2:34][CH2:33]5)=[O:30])=[CH:19]4)[CH:13]=3)=[CH:8][CH:7]=2)[C:4]1([CH3:36])[CH3:35])#[N:2]>C(Cl)Cl.FC(C(O)=O)(F)F.CSC>[C:1]([C:3]1([C:37]([OH:39])=[O:38])[CH:5]([C:6]2[CH:11]=[CH:10][C:9]([C:12]3[CH:17]=[CH:16][CH:15]=[C:14]([N:18]4[C:27]5[C:22](=[CH:23][CH:24]=[CH:25][N:26]=5)[C:21](=[O:28])[C:20]([C:29]([NH:31][CH:32]5[CH2:34][CH2:33]5)=[O:30])=[CH:19]4)[CH:13]=3)=[CH:8][CH:7]=2)[C:4]1([CH3:36])[CH3:35])#[N:2] |f:1.2.3|. Reported procedure: The ester from step 3 (1 eq) in CH2Cl2-TFA-DMS (3:2:1, 0.2M) was stirred at rt for 48 h. The volatiles were evaporated, the residue triturated in ether and then isolated by filtration to afford the title compound as a white solid. Reactants: FC(C1=CC=C(C=C1)C1=NSC2=C1C=CC(=C2)C#CCCCO)(F)F (5-[3-(4-Trifluoromethyl-phenyl)-benzo[d]isothiazol-6-yl]-pent-4-yn-1-ol), CS(=O)(=O)Cl (methane sulfonyl chloride). Yields the product FC(C1=CC=C(C=C1)C1=NSC2=C1C=CC(=C2)C#CCCCOS(=O)(=O)C)(F)F (Methanesulfonic acid 5-[3-(4-trifluoromethyl-phenyl)-benzo[d]isothiazol-6-yl]-pent-4-ynyl ester). RXN SMILES: [F:1][C:2]([F:25])([F:24])[C:3]1[CH:8]=[CH:7][C:6]([C:9]2[C:13]3[CH:14]=[CH:15][C:16]([C:18]#[C:19][CH2:20][CH2:21][CH2:22][OH:23])=[CH:17][C:12]=3[S:11][N:10]=2)=[CH:5][CH:4]=1.[CH3:26][S:27](Cl)(=[O:29])=[O:28]>>[F:25][C:2]([F:1])([F:24])[C:3]1[CH:4]=[CH:5][C:6]([C:9]2[C:13]3[CH:14]=[CH:15][C:16]([C:18]#[C:19][CH2:20][CH2:21][CH2:22][O:23][S:27]([CH3:26])(=[O:29])=[O:28])=[CH:17][C:12]=3[S:11][N:10]=2)=[CH:7][CH:8]=1. Reported procedure: In analogy to example 15.1, 5-[3-(4-Trifluoromethyl-phenyl)-benzo[d]isothiazol-6-yl]-pent-4-yn-1-ol and methane sulfonyl chloride were converted to yield Methanesulfonic acid 5-[3-(4-trifluoromethyl-phenyl)-benzo[d]isothiazol-6-yl]-pent-4-ynyl ester light brown oil, MS: 369(M). Reaction SMILES: Cl.[NH2:2][C@@H:3]([C:8]1[CH:13]=[CH:12][CH:11]=[CH:10][C:9]=1[Cl:14])[C:4]([O:6][CH3:7])=[O:5].C(OCC)(=O)C.N.C(=O)(O)[O-].[Na+]>C(Cl)Cl>[NH2:2][C@@H:3]([C:8]1[CH:13]=[CH:12][CH:11]=[CH:10][C:9]=1[Cl:14])[C:4]([O:6][CH3:7])=[O:5] |f:0.1,4.5|. The product is N[C@H](C(=O)OC)C1=C(C=CC=C1)Cl (Methyl (+)-(S)-α-amino-α-(2-chlorophenyl)acetate). Procedure details: 2.36 g (10-2 mol) of methyl (+)-(S)-α-amino-α-(2-chlorophenyl)acetate hydrochloride are introduced into 50 ml of ethyl acetate or of methylene chloride, and 20 ml of 1.5 M aqueous ammonia or of sodium bicarbonate at 5% are added. The medium is stirred, the organic phase is separated after settling out and the aqueous phase is extracted with 10 ml of ethyl acetate. The organic phases are pooled, treated with anhydrous sodium sulphate and concentrated under reduced pressure until distillate is abs... The reactants are Cl.N[C@H](C(=O)OC)C1=C(C=CC=C1)Cl (methyl (+)-(S)-α-amino-α-(2-chlorophenyl)acetate hydrochloride), C(C)(=O)OCC (ethyl acetate), N (ammonia), C([O-])(O)=O.[Na+] (sodium bicarbonate). Run in C(Cl)Cl (methylene chloride). Reactants: OC(C)C1=CC=C(C=C1)CNC(C)=O (N-{[4-(1-hydroxyethyl)phenyl]methyl}acetamide), S(=O)(Cl)Cl (thionyl chloride). Solvent: C(Cl)(Cl)Cl (chloroform). The product is ClC(C)C1=CC=C(C=C1)CNC(C)=O (N-{[4-(1-Chloroethyl)phenyl]methyl}acetamide). Reaction SMILES: O[CH:2]([C:4]1[CH:9]=[CH:8][C:7]([CH2:10][NH:11][C:12](=[O:14])[CH3:13])=[CH:6][CH:5]=1)[CH3:3].S(Cl)([Cl:17])=O>C(Cl)(Cl)Cl>[Cl:17][CH:2]([C:4]1[CH:9]=[CH:8][C:7]([CH2:10][NH:11][C:12](=[O:14])[CH3:13])=[CH:6][CH:5]=1)[CH3:3]. Reported procedure: A solution of N-{[4-(1-hydroxyethyl)phenyl]methyl}acetamide (5.7 g) and thionyl chloride (2.6 ml) in chloroform (50 ml) was refluxed under heating for 1.5 hr. The solvent was evaporated to give a brown oil (6.7 g). The obtained brown oil was purified by silica gel column chromatography (developing solvent; chloroform:methanol=20:1) to give the title compound (5.5 g) as a pale-brown oil.